From a dataset of the Open Reaction Database (ORD), a public repository of structured organic reaction records. describe an organic reaction: reactants, conditions, products, and yield Reactants: Brc1ncc(Br)n2ncnc12, Br, CC(C)O, CCOC(=O)c1cccc(N)c1. The product is CCOC(=O)c1cccc(Nc2ncc(Br)n3ncnc23)c1. RXN SMILES: [Br:1][c:2]1[cH:3][n:4][c:5]([Br:11])[c:6]2[n:7]1[n:8][cH:9][n:10]2.[BrH:24].[CH:25]([OH:26])([CH3:27])[CH3:28].[NH2:12][c:13]1[cH:14][c:15]([C:16](=[O:17])[O:18][CH2:19][CH3:20])[cH:21][cH:22][cH:23]1>>[Br:1][c:2]1[cH:3][n:4][c:5]([NH:12][c:13]2[cH:14][c:15]([C:16](=[O:17])[O:18][CH2:19][CH3:20])[cH:21][cH:22][cH:23]2)[c:6]2[n:7]1[n:8][cH:9][n:10]2. RXN SMILES: C([O:3][C:4](=[O:33])[C:5](=[O:32])[C:6]1[CH:11]=[CH:10][C:9]([O:12][CH2:13][CH2:14][CH2:15][CH2:16][CH2:17][CH2:18][CH2:19][CH2:20][CH2:21][CH2:22][CH2:23][CH2:24][O:25][C:26]2[CH:31]=[CH:30][CH:29]=[CH:28][CH:27]=2)=[CH:8][CH:7]=1)C.[OH-].[Na+].O>CO>[O:32]=[C:5]([C:6]1[CH:11]=[CH:10][C:9]([O:12][CH2:13][CH2:14][CH2:15][CH2:16][CH2:17][CH2:18][CH2:19][CH2:20][CH2:21][CH2:22][CH2:23][CH2:24][O:25][C:26]2[CH:27]=[CH:28][CH:29]=[CH:30][CH:31]=2)=[CH:8][CH:7]=1)[C:4]([OH:33])=[O:3] |f:1.2|. Reported procedure: To 1.44 g (3.17 mmol) of alpha-oxo-4-[(12-phenoxydodecyl)oxy]benzeneacetic acid ethyl ester in 100 ml of hot methanol was added 3.5 ml (3.5 mmol) of 1N NaOH. The mixture was heated on a steam bath for 5 minutes, water (20 ml) was added and the solvents were removed at reduced pressure. Water (100 ml) and 7.0 ml of 1.0N HCl were added to the residue and the product was extracted with methylene chloride-THF (4:1). The dried extract was concentrated at reduced pressure to a solid which was recrysta... Isolated yield 84.3%. The product is O=C(C(=O)O)C1=CC=C(C=C1)OCCCCCCCCCCCCOC1=CC=CC=C1 (alpha-oxo-4-[(12-phenoxydodecyl)oxy]benzeneacetic acid). Starting materials: C(C)OC(C(C1=CC=C(C=C1)OCCCCCCCCCCCCOC1=CC=CC=C1)=O)=O (alpha-oxo-4-[(12-phenoxydodecyl)oxy]benzeneacetic acid ethyl ester), [OH-].[Na+] (NaOH), O (water). The solvent is CO (methanol). The reactants are CC(C)(C)OC(=O)N1CCC(=O)CC1, CO, O=[N+]([O-])c1ccc2[nH]ccc2c1, [Na]. Yields the product CC(C)(C)OC(=O)N1CC=C(c2c[nH]c3ccc([N+](=O)[O-])cc23)CC1. Reaction SMILES: [C:14]([CH3:15])([CH3:16])([CH3:17])[O:18][C:19](=[O:20])[N:21]1[CH2:22][CH2:23][C:24](=[O:27])[CH2:25][CH2:26]1.[CH3:28][OH:29].[N+:2](=[O:3])([O-:4])[c:5]1[cH:6][c:7]2[cH:8][cH:9][nH:10][c:11]2[cH:12][cH:13]1.[Na:1]>>[N+:2](=[O:3])([O-:4])[c:5]1[cH:6][c:7]2[c:8]([C:24]3=[CH:23][CH2:22][N:21]([C:19]([O:18][C:14]([CH3:15])([CH3:16])[CH3:17])=[O:20])[CH2:26][CH2:25]3)[cH:9][nH:10][c:11]2[cH:12][cH:13]1. The reactants are BrCC(Br)(Br)Br (tetrabromoethane), C1(=CC=CC=C1)P(C1=CC=CC=C1)C1=CC=CC=C1 (triphenylphosphine), C(CCC)N(C(COCCCCCO)=O)C (N-butyl-[(5-hydroxypentyl)-oxy]-N-methyl acetamide). Run in C(Cl)Cl (methylene chloride). Yields the product BrCCCCCOCC(=O)N(C)CCCC ([(5-bromopentyl)-oxy]-N-butyl-N-methyl acetamide). Isolated yield 81.8%. Reaction SMILES: [CH2:1]([N:5]([CH3:16])[C:6](=[O:15])[CH2:7][O:8][CH2:9][CH2:10][CH2:11][CH2:12][CH2:13]O)[CH2:2][CH2:3][CH3:4].[Br:17]CC(Br)(Br)Br.C1(P(C2C=CC=CC=2)C2C=CC=CC=2)C=CC=CC=1>C(Cl)Cl>[Br:17][CH2:13][CH2:12][CH2:11][CH2:10][CH2:9][O:8][CH2:7][C:6]([N:5]([CH2:1][CH2:2][CH2:3][CH3:4])[CH3:16])=[O:15]. Procedure details: To a solution of 7.2 g of the product of Step C in 73 ml of methylene chloride, there were added at -10° C., 13 g of tetrabromoethane and 10.3 g of triphenylphosphine and the tion medium was stirred for one hour at 0° C. and chromatographed on silica (eluant: ethyl acetate-cyclohexane 7-3) to obtain 7.49 g of the desired compound.